This data is from the Open Reaction Database (ORD), a public repository of structured organic reaction records. The task is: describe an organic reaction: reactants, conditions, products, and yield The reactants are FC=1C=C(C=C(C1)F)NC1=C(N=CS1)C(=O)O (5-(3,5-difluoro-phenylamino)-thiazole-4-carboxylic acid), CC1=CC=CC(=N1)N (6-methyl-pyridin-2-ylamine), FC=1C=C(C=C(C1)F)N (3,5-difluoro-phenylamine). Product: FC1=CC(=CC(=C1)N=C=S)F (1,3-Difluoro-5-isothiocyanato-benzene). RXN SMILES: [F:1][C:2]1[CH:3]=[C:4]([NH:9][C:10]2[S:14]C=NC=2C(O)=O)[CH:5]=[C:6]([F:8])[CH:7]=1.CC1N=C(N)C=CC=1.FC1C=C(N)C=C(F)C=1>>[F:1][C:2]1[CH:3]=[C:4]([N:9]=[C:10]=[S:14])[CH:5]=[C:6]([F:8])[CH:7]=1. Procedure: The title compound, MS (ISP): m/e=347.5 (M+H+), was prepared as for example 1, steps A to C. Step A was performed using 1,3-difluoro-5-isothiocyanato-benzene and yielded 5-(3,5-difluoro-phenylamino)-thiazole-4-carboxylic acid ethyl ester. This was hydrolized in step B to 5-(3,5-difluoro-phenylamino)-thiazole-4-carboxylic acid, which was reacted with 6-methyl-pyridin-2-ylamine in step C. 1,3-Difluoro-5-isothiocyanato-benzene was prepared as in example 96, starting from 3,5-difluoro-phenylamine. The reactants are ClC=1C=C(C=CC1Cl)C(C)=O (3', 4'-dichloroacetophenone), NOCC(=O)N (aminooxyacetamide). Run in C(C)O (ethanol). Product: CC(C1=CC(=C(C=C1)Cl)Cl)=NOCC(=O)N ([(α-methyl-3,4-dichlorobenzylidene amino)oxy] acetamide). RXN SMILES: [Cl:1][C:2]1[CH:3]=[C:4]([C:9](=O)[CH3:10])[CH:5]=[CH:6][C:7]=1[Cl:8].[NH2:12][O:13][CH2:14][C:15]([NH2:17])=[O:16]>C(O)C>[CH3:10][C:9](=[N:12][O:13][CH2:14][C:15]([NH2:17])=[O:16])[C:4]1[CH:5]=[CH:6][C:7]([Cl:8])=[C:2]([Cl:1])[CH:3]=1. Procedure details: A solution of 5.0 g of 3', 4'-dichloroacetophenone in 50 ml of 90% ethanol was mixed with 2.4 g of aminooxyacetamide and subsequently boiled. The solvent was removed in a vacuum and the residue was extracted with chloroform. The chloroform solution was washed thrice with water, dried over anhydrous sodium sulfate and subsequently concentrated by evaporation in a vacuum. After the addition of ether and petroleum ether the superscribed substance crystallized out from the concentrate. Melting point... Starting materials: COc1ccc(CNc2cc(Oc3ccc(N)c(F)c3)ccn2)cc1, [Ce+4], ClCCl, O=[N+]([O-])[O-], O=[N+]([O-])[O-], O=[N+]([O-])[O-], O=[N+]([O-])[O-], O=[N+]([O-])[O-], [NH4+]. Yields the product Nc1cc(Oc2ccc(N)c(F)c2)ccn1. As a reaction SMILES: [CH3:1][O:2][c:3]1[cH:4][cH:5][c:6]([CH2:7][NH:8][c:9]2[n:10][cH:11][cH:12][c:13]([O:15][c:16]3[cH:17][c:18]([F:23])[c:19]([NH2:22])[cH:20][cH:21]3)[cH:14]2)[cH:24][cH:25]1.[Ce+4:30].[Cl:48][CH2:49][Cl:50].[N+:26]([O-:27])([O-:28])=[O:29].[N+:32]([O-:33])([O-:34])=[O:35].[N+:36]([O-:37])([O-:38])=[O:39].[N+:40]([O-:41])([O-:42])=[O:43].[N+:44]([O-:45])([O-:46])=[O:47].[NH4+:31]>>[NH2:8][c:9]1[n:10][cH:11][cH:12][c:13]([O:15][c:16]2[cH:17][c:18]([F:23])[c:19]([NH2:22])[cH:20][cH:21]2)[cH:14]1. The reactants are CC=1C=CC=CC1C (o-xylene), C1(\C=C/C(=O)O1)=O (maleic anhydride). Conditions: time 6 hour. Yields the product CC=1C=CC=CC1C.C1(\C=C/C(=O)O1)=O (O-Xylene Maleic Anhydride). As a reaction SMILES: [CH3:1][C:2]1[CH:3]=[CH:4][CH:5]=[CH:6][C:7]=1[CH3:8].[C:9]1(=[O:15])[O:14][C:12](=[O:13])[CH:11]=[CH:10]1>>[CH3:1][C:2]1[CH:3]=[CH:4][CH:5]=[CH:6][C:7]=1[CH3:8].[C:12]1(=[O:13])[O:14][C:9](=[O:15])[CH:10]=[CH:11]1 |f:2.3|. Procedure: To a 500 ml round bottom flask fitted with a mechanical stirrer, thermometer, air inlet bubbler and reflux condenser was added 65 g (0.61 moles) of o-xylene and 8.0 g (0.08 moles) of maleic anhydride. The solution was sparged with air then heated to reflux to initiate maleic anhydride free radical formation and then stirred for 6 hr. GC samples were taken at 2, 4 and 6 hr. Reactants: C1(=CC=CC=C1)NN (phenylhydrazine), [H-].[Na+] (sodium hydride), [H-].[Na+] (sodium hydride), ClC1=NC2=CC(=CC=C2C=C1C#N)OC (2-Chloro-7-methoxy-3-quinolinecarbonitrile). Solvent: CN(C=O)C (dimethylformamide), CN(C=O)C (dimethylformamide). The product is COC1=CC=C2C=C3C(=NC2=C1)N(N=C3N)C3=CC=CC=C3 (7-methoxy-1-phenyl-1H-pyrazolo[3,4-b]quinolin-3-amine). Reaction SMILES: [H-].[Na+].[C:3]1([NH:9][NH2:10])[CH:8]=[CH:7][CH:6]=[CH:5][CH:4]=1.Cl[C:12]1[C:21]([C:22]#[N:23])=[CH:20][C:19]2[C:14](=[CH:15][C:16]([O:24][CH3:25])=[CH:17][CH:18]=2)[N:13]=1>CN(C)C=O>[CH3:25][O:24][C:16]1[CH:15]=[C:14]2[C:19]([CH:20]=[C:21]3[C:22]([NH2:23])=[N:10][N:9]([C:3]4[CH:8]=[CH:7][CH:6]=[CH:5][CH:4]=4)[C:12]3=[N:13]2)=[CH:18][CH:17]=1 |f:0.1|. Procedure: To a suspension of 4.8 g sodium hydride (60%) in 200 ml dimethylformamide at 0° C. was added a solution of 9.9 ml phenylhydrazine in 250 ml dimethylformamide over a 15 min period. The mixture was stirred and allowed to warm to room temperature for 1 hour. 2-Chloro-7-methoxy-3-quinolinecarbonitrile (Example 3c) (19.68 g) was then added in portions. The reaction mixture was stirred overnight at room temperature, and then heated on a steam bath for two hours. Since starting material was still prese... Reactants: c1ccc(Cc2cccnc2)cc1, CC(=O)O, OO. Product: [O-][n+]1cccc(Cc2ccccc2)c1. Reaction SMILES: [CH2:1]([c:2]1[cH:3][cH:4][cH:5][cH:6][cH:7]1)[c:8]1[cH:9][n:10][cH:11][cH:12][cH:13]1.[CH3:16][C:17](=[O:18])[OH:19].[OH:14][OH:15]>>[CH2:1]([c:2]1[cH:3][cH:4][cH:5][cH:6][cH:7]1)[c:8]1[cH:9][n+:10]([O-:14])[cH:11][cH:12][cH:13]1. The reactants are BrC1=CC=C(C=C1)S(=O)(=O)C=1C=CC(=NC1)Cl (5-((4-Bromophenyl)sulfonyl)-2-chloropyridine), [NH4+].[OH-] (NH4OH). Run in CCO (EtOH). Conditions: temperature 120 celsius. Product: BrC1=CC=C(C=C1)S(=O)(=O)C=1C=CC(=NC1)N (5-((4-bromophenyl)sulfonyl)-2-pyridinamine). RXN SMILES: [Br:1][C:2]1[CH:7]=[CH:6][C:5]([S:8]([C:11]2[CH:12]=[CH:13][C:14](Cl)=[N:15][CH:16]=2)(=[O:10])=[O:9])=[CH:4][CH:3]=1.[NH4+:18].[OH-]>CCO>[Br:1][C:2]1[CH:7]=[CH:6][C:5]([S:8]([C:11]2[CH:12]=[CH:13][C:14]([NH2:18])=[N:15][CH:16]=2)(=[O:10])=[O:9])=[CH:4][CH:3]=1 |f:1.2|. Procedure: 5-((4-Bromophenyl)sulfonyl)-2-chloropyridine (98 mg, 0.29 mmol), concentrated NH4OH (3 mL), and EtOH (3 mL) were added to a high-pressure reaction vessel. The vessel was sealed and heated at 120° C. for 18 h. After cooling to room temperature, the solvent was partially removed under vacuum. The white precipitate obtained was filtered, washed with ether, and dried under vacuum to provide 5-((4-bromophenyl)sulfonyl)-2-pyridinamine (75 mg) as a white solid.